This data is from the Open Reaction Database (ORD), a public repository of structured organic reaction records. The task is: describe an organic reaction: reactants, conditions, products, and yield The reactants are FC1=CC=C(C=C1)C=1OC(=NN1)C=1C(=NOC1C)C1=CC=CC=C1 (2-(4-fluoro-phenyl)-5-(5-methyl-3-phenyl-isoxazol-4-yl)-[1,3,4]oxadiazole), CC=1NC=CN1 (2-methyl-imidazole). Yields the product CC=1N(C=CN1)C1=CC=C(C=C1)C=1OC(=NN1)C=1C(=NOC1C)C1=CC=CC=C1 (2-[4-(2-Methyl-imidazol-1-yl)-phenyl]-5-(5-methyl-3-phenyl-isoxazol-4-yl)-[1,3,4]oxadiazole). The yield is 46.0%. RXN SMILES: F[C:2]1[CH:7]=[CH:6][C:5]([C:8]2[O:9][C:10]([C:13]3[C:14]([C:19]4[CH:24]=[CH:23][CH:22]=[CH:21][CH:20]=4)=[N:15][O:16][C:17]=3[CH3:18])=[N:11][N:12]=2)=[CH:4][CH:3]=1.[CH3:25][C:26]1[NH:27][CH:28]=[CH:29][N:30]=1>>[CH3:25][C:26]1[N:27]([C:2]2[CH:7]=[CH:6][C:5]([C:8]3[O:9][C:10]([C:13]4[C:14]([C:19]5[CH:24]=[CH:23][CH:22]=[CH:21][CH:20]=5)=[N:15][O:16][C:17]=4[CH3:18])=[N:11][N:12]=3)=[CH:4][CH:3]=2)[CH:28]=[CH:29][N:30]=1. Reported procedure: As described for example 47, 2-(4-fluoro-phenyl)-5-(5-methyl-3-phenyl-isoxazol-4-yl)-[1,3,4]oxadiazole (200 mg, 0.62 mmol) was converted using 2-methyl-imidazole instead of piperidine to the title compound (110 mg, 46%) which was obtained a light-brown waxy solid. MS: m/e=384.0 [M+H]+. Reactants: O=C([O-])[O-], O=C(Cl)N1CC(Oc2ccc(Cl)c(Cl)c2)C1, [K+], [K+], C1CCOC1, c1ccc(N2CCNCC2)nc1. The product is O=C(N1CCN(c2ccccn2)CC1)N1CC(Oc2ccc(Cl)c(Cl)c2)C1. RXN SMILES: [C:29](=[O:30])([O-:31])[O-:32].[Cl:1][c:2]1[cH:3][c:4]([O:5][CH:6]2[CH2:7][N:8]([C:10](=[O:11])[Cl:12])[CH2:9]2)[cH:13][cH:14][c:15]1[Cl:16].[K+:33].[K+:34].[O:35]1[CH2:36][CH2:37][CH2:38][CH2:39]1.[n:17]1[c:18]([N:23]2[CH2:24][CH2:25][NH:26][CH2:27][CH2:28]2)[cH:19][cH:20][cH:21][cH:22]1>>[Cl:1][c:2]1[cH:3][c:4]([O:5][CH:6]2[CH2:7][N:8]([C:10](=[O:11])[N:26]3[CH2:25][CH2:24][N:23]([c:18]4[n:17][cH:22][cH:21][cH:20][cH:19]4)[CH2:28][CH2:27]3)[CH2:9]2)[cH:13][cH:14][c:15]1[Cl:16]. Starting materials: ClCC#N (chloroacetonitrile), C(C)OCCN1C(=NC=2C1=NC=CC2)CN2CCNCC2 (3-(2-ethoxyethyl)-2-(1-piperazinylmethyl) -3H-imidazo[4,5-b]pyridine), C([O-])([O-])=O.[Na+].[Na+] (sodium carbonate), CN(C=O)C (N,N-dimethylformamide). The solvent is O (water). Conditions: time 8 hour. Yields the product 13, C(C)OCCN1C(=NC=2C1=NC=CC2)CN2CCN(CC2)CC#N (4-[[3-(2-ethoxyethyl)-3H-imidazo[4,5-b]pyridin-2-yl]methyl]-1-piperazineacetonitrile). Yield: 79.2%. RXN SMILES: Cl[CH2:2][C:3]#[N:4].[CH2:5]([O:7][CH2:8][CH2:9][N:10]1[C:14]2=[N:15][CH:16]=[CH:17][CH:18]=[C:13]2[N:12]=[C:11]1[CH2:19][N:20]1[CH2:25][CH2:24][NH:23][CH2:22][CH2:21]1)[CH3:6].C(=O)([O-])[O-].[Na+].[Na+].CN(C)C=O>O>[CH2:5]([O:7][CH2:8][CH2:9][N:10]1[C:14]2=[N:15][CH:16]=[CH:17][CH:18]=[C:13]2[N:12]=[C:11]1[CH2:19][N:20]1[CH2:21][CH2:22][N:23]([CH2:2][C:3]#[N:4])[CH2:24][CH2:25]1)[CH3:6] |f:2.3.4|. Procedure details: A mixture of 5.3 parts of chloroacetonitrile, 14.4 parts of 3-(2-ethoxyethyl)-2-(1-piperazinylmethyl) -3H-imidazo[4,5-b]pyridine, 7.4 parts of sodium carbonate and 288 parts of N,N-dimethylformamide was stirred overnight at room temperature. The reaction mixture was stirred into water and the product was extracted with dichloromethane. The extract was dried, filtered and evaporated. The residue was purified by column chromatography over silica gel using a mixture of dichloromethane and methanol ... Reactants: compound, [OH-].[Na+] (NaOH), C(=O)([O-])[O-].[K+].[K+] (K2CO3), Cl.C(C)(=O)NC1=CC=C(C=C1)CC(=O)NCCC1=CC=C(C=C1)NN (4-Acetylamino N-[2-(4-Hydrazinophenyl)ethyl]-benzeneacetamide hydrochloride), C(C)OC(CCC#N)OCC (3-cyanopropanal diethyl acetal). Run in C(C)(=O)O (acetic acid), CC(OCC)=O (EA), C(Cl)Cl.C(C)O (CH2Cl2 ethanol). Product: C(C)(=O)NC1=CC=C(C=C1)CC(=O)NCCC=1C=C2C(=CNC2=CC1)CC#N (4-(Acetylamino)-N-[2-[3-(cyanomethyl)-1H-indol-5-yl]ethyl]benzeneacetamide). Yield: 5.8%. RXN SMILES: Cl.[C:2]([NH:5][C:6]1[CH:11]=[CH:10][C:9]([CH2:12][C:13]([NH:15][CH2:16][CH2:17][C:18]2[CH:23]=[CH:22][C:21]([NH:24]N)=[CH:20][CH:19]=2)=[O:14])=[CH:8][CH:7]=1)(=[O:4])[CH3:3].C(O[CH:29](OCC)[CH2:30][CH2:31][C:32]#[N:33])C.[OH-].[Na+].C([O-])([O-])=O.[K+].[K+]>C(Cl)Cl.C(O)C.CC(=O)OCC.C(O)(=O)C>[C:2]([NH:5][C:6]1[CH:11]=[CH:10][C:9]([CH2:12][C:13]([NH:15][CH2:16][CH2:17][C:18]2[CH:23]=[C:22]3[C:21](=[CH:20][CH:19]=2)[NH:24][CH:29]=[C:30]3[CH2:31][C:32]#[N:33])=[O:14])=[CH:8][CH:7]=1)(=[O:4])[CH3:3] |f:0.1,3.4,5.6.7,8.9|. Procedure: The compound of Example 29 Section (c) (1.5 g) was suspended in aqueous 25% acetic acid (10 ml) and 3-cyanopropanal diethyl acetal (0.237 g) was added. The mixture was heated at 80° for 2.5 h. The cooled reaction mixture was poured into NaOH solution (2N, 15 ml) and EA (15 ml) cooled in an ice-bath. K2CO3 (2 g) was added portionwise and the layers were separated. The aqueous layer was washed with EA (25 ml) and the combined organic extracts were dried (MgSO4) and evaporated in vacuo to give a ye... Reactants: BrC=1C=C(C(=NC1)C1=C(C=C(C=C1)OC(F)(F)F)OC)C (5-Bromo-2-(2-methoxy4-trifluoromethoxyphenyl)-3-methylpyridine), sodium 3-pentoxide, CN1CCCC1=O (NMP), CCOC(=O)C (EtOAc). Solvent: CCCCCC (hexane). Run at temperature 120 celsius. Product: C(C)C(CC)OC=1C=C(C(=NC1)C1=C(C=C(C=C1)OC(F)(F)F)OC)C (5-(1-Ethylpropoxy)-2-(2-methoxy-4-trifluoromethoxyphenyl)-3-methylpyridine). RXN SMILES: Br[C:2]1[CH:3]=[C:4]([CH3:21])[C:5]([C:8]2[CH:13]=[CH:12][C:11]([O:14][C:15]([F:18])([F:17])[F:16])=[CH:10][C:9]=2[O:19][CH3:20])=[N:6][CH:7]=1.CN1[C:27](=[O:28])[CH2:26][CH2:25]C1.[CH3:29][CH2:30]OC(C)=O>CCCCCC>[CH2:29]([CH:27]([O:28][C:2]1[CH:3]=[C:4]([CH3:21])[C:5]([C:8]2[CH:13]=[CH:12][C:11]([O:14][C:15]([F:18])([F:17])[F:16])=[CH:10][C:9]=2[O:19][CH3:20])=[N:6][CH:7]=1)[CH2:26][CH3:25])[CH3:30]. Procedure details: Compound 42 (3.62 g, 10 mmol) is added to a solution of sodium 3-pentoxide in NMP (1M, 30 ml, 30 mmol). The resulting mixture is heated to 120° C. for 2.5 h, and then cooled to room temperature, diluted with 50% EtOAc in hexane, washed with water, brine, dried, filtered and evaporated. The crude product is purified by chromatography (eluted with 6% EtOAc in hexane) to give the product as colorless oil. 1H NMR (CDCl3) δ 0.98 (t, J=7.6 Hz, 6H), 1.72 (m, 4H), 2.15 (s, 3H), 3.77 (s, 3H), 4.17 (m, 1H...